From a dataset of the Open Reaction Database (ORD), a public repository of structured organic reaction records. describe an organic reaction: reactants, conditions, products, and yield Starting materials: SC1(C2CC3CC(CC1C3)C2)CC(=O)OC(C)(C)C (tert-butyl 2-(2-sulfanyladamantan-2-yl)acetate). Solvent: ClCCl (dichloromethane). Reaction conditions: temperature 0 celsius, time 15 minute. Product: SC1(C2CC3CC(CC1C3)C2)CCO (2-(2-Sulfanyladamantan-2-yl)ethan-1-ol). Isolated yield 60.6%. Reaction SMILES: [SH:1][C:2]1([CH2:12][C:13](OC(C)(C)C)=[O:14])[CH:9]2[CH2:10][CH:5]3[CH2:6][CH:7]([CH2:11][CH:3]1[CH2:4]3)[CH2:8]2>ClCCl>[SH:1][C:2]1([CH2:12][CH2:13][OH:14])[CH:9]2[CH2:10][CH:5]3[CH2:6][CH:7]([CH2:11][CH:3]1[CH2:4]3)[CH2:8]2. Procedure details: To a 0° C. cooled solution tert-butyl 2-(2-sulfanyladamantan-2-yl)acetate (4.1 g, 24.1 mmol) in anhydrous dichloromethane (40 mL) lithium aluminum hydride (1 M solution in THF) (40 mL) was added dropwise over a period of 20 minutes. The reaction mixture was stirred at 0° C. for further 15 minutes and then at room temperature for 30 minutes. The excess LiAlH4 was destroyed by the addition of ethyl acetate. The reaction mixture was then poured over ice cold water, acidified with 1 N HCl and extrac... Starting materials: COC=1C(=CC=CC1)N (o-Anisidine), C(C#C)(=O)OCC (ethyl propiolate). Solvent: C(C)O (ethanol). The product is COC1=C(C=CC=C1)NC=CC(=O)OCC (ethyl 3-(2-methoxyphenylamino)acrylate). The yield is 49.7%. As a reaction SMILES: [CH3:1][O:2][C:3]1[C:4]([NH2:9])=[CH:5][CH:6]=[CH:7][CH:8]=1.[C:10]([O:14][CH2:15][CH3:16])(=[O:13])[C:11]#[CH:12]>C(O)C>[CH3:1][O:2][C:3]1[CH:8]=[CH:7][CH:6]=[CH:5][C:4]=1[NH:9][CH:12]=[CH:11][C:10]([O:14][CH2:15][CH3:16])=[O:13]. Reported procedure: o-Anisidine (57 ml, 0.5 mol) and ethyl propiolate (51 ml, 0.5 mol) were heated together under reflux in ethanol (200 ml) for 3 hours. The solvent was evaporated to afford ethyl 3-(2-methoxyphenylamino)acrylate as a yellow oil (55 g, 100%). The reactants are Cc1ccc2[nH]c3c(c2c1)CN(C)CC3, CN1CCCC1=O, C=C(C(=O)OC)c1ccc(C(F)(F)F)nc1, [K+], [OH-]. The product is COC(=O)C(Cn1c2c(c3cc(C)ccc31)CN(C)CC2)c1ccc(C(F)(F)F)nc1. As a reaction SMILES: [CH3:1][N:2]1[CH2:3][c:4]2[c:5]([nH:6][c:7]3[cH:8][cH:9][c:10]([CH3:13])[cH:11][c:12]23)[CH2:14][CH2:15]1.[CH3:34][N:35]1[CH2:36][CH2:37][CH2:38][C:39]1=[O:40].[F:16][C:17]([c:18]1[cH:19][cH:20][c:21]([C:24]([C:25](=[O:26])[O:27][CH3:28])=[CH2:29])[cH:22][n:23]1)([F:30])[F:31].[K+:33].[OH-:32]>>[CH3:1][N:2]1[CH2:3][c:4]2[c:5]([n:6]([CH2:29][CH:24]([c:21]3[cH:20][cH:19][c:18]([C:17]([F:16])([F:30])[F:31])[n:23][cH:22]3)[C:25](=[O:26])[O:27][CH3:28])[c:7]3[cH:8][cH:9][c:10]([CH3:13])[cH:11][c:12]23)[CH2:14][CH2:15]1. Reactants: CC(C)(C)OC(=O)NC(C(=O)O)c1ccc(Br)cc1, BrCc1ccccc1, O=C([O-])O, CN(C)C=O, [K+], O. Product: CC(C)(C)OC(=O)NC(C(=O)OCc1ccccc1)c1ccc(Br)cc1. Reaction SMILES: [Br:1][c:2]1[cH:3][cH:4][c:5]([CH:8]([C:9](=[O:10])[OH:11])[NH:12][C:13](=[O:14])[O:15][C:16]([CH3:17])([CH3:18])[CH3:19])[cH:6][cH:7]1.[Br:25][CH2:26][c:27]1[cH:28][cH:29][cH:30][cH:31][cH:32]1.[C:20](=[O:21])([O-:22])[OH:23].[CH3:34][N:35]([CH3:36])[CH:37]=[O:38].[K+:24].[OH2:33]>>[Br:1][c:2]1[cH:3][cH:4][c:5]([CH:8]([C:9]([O:10][CH2:26][c:27]2[cH:28][cH:29][cH:30][cH:31][cH:32]2)=[O:11])[NH:12][C:13](=[O:14])[O:15][C:16]([CH3:17])([CH3:18])[CH3:19])[cH:6][cH:7]1. Reagents/catalysts: CN(C)C=O (DMF). Reactants: ClC=1C=C(C=C(C1)Cl)C(C(=O)O)(C)C (2-(3,5-dichloro-phenyl)-2-methyl-propionic acid), C(Cl)Cl (CH2Cl2). Reaction SMILES: [Cl:1][C:2]1[CH:3]=[C:4]([C:9]([CH3:14])([CH3:13])[C:10](O)=[O:11])[CH:5]=[C:6]([Cl:8])[CH:7]=1.C(Cl)[Cl:16]>CN(C=O)C>[Cl:1][C:2]1[CH:3]=[C:4]([C:9]([CH3:14])([CH3:13])[C:10]([Cl:16])=[O:11])[CH:5]=[C:6]([Cl:8])[CH:7]=1. The product is ClC=1C=C(C=C(C1)Cl)C(C(=O)Cl)(C)C (2-(3,5-Dichloro-phenyl)-2-methyl-propionyl Chloride). Reaction conditions: time 12 hour. Procedure details: To a solution of 8.3 g (35.6 mmol) 2-(3,5-dichloro-phenyl)-2-methyl-propionic acid in 80 ml CH2Cl2 and 4 drops DMF 6.1 ml (71.2 mmol) oxalyl chloride was added at 0° C. and the resulting mixture stirred for 12 h After evaporation of the solvent 8.3 g (93%) 2-(3,5-dichloro-phenyl)-2-methyl-propionyl chloride was obtained as a light yellow oil, which was used without further purification. Reactants: ClC1=CC=C(C=C1)C[C@H]([C@H](C)N)C1=CC(=CC=C1)C#N (3-(4-chlorophenyl)-2(S)(3-cyanophenyl)-1(S)-methyl-propylamine), C1(=CC=CC=C1)C(CN1N=CC=C1)=O (1-phenyl-2(1H-pyrazol-1-yl)ethanone), CC=1C=CC(=CC1)S(=O)(=O)O (TsOH), 4A, [BH3-]C#N.[Na+] (NaCNBH3). Run in C1(=CC=CC=C1)C (toluene), CC(=O)O (HOAc). Reaction conditions: temperature -78 celsius, time 8 hour. Product: ClC1=CC=C(C[C@H]([C@H](C)NC(C(C)(N2N=CC=C2)C)C2=CC=CC=C2)C=2C=C(C#N)C=CC2)C=C1 (3-(1(S)-(4-Chlorobenzyl)-2(S)-((2-methyl-1-phenyl-2-(1H-pyrazol-1-yl)propyl)amino)propyl)benzonitrile). RXN SMILES: [Cl:1][C:2]1[CH:7]=[CH:6][C:5]([CH2:8][C@@H:9]([C:13]2[CH:18]=[CH:17][CH:16]=[C:15]([C:19]#[N:20])[CH:14]=2)[C@@H:10]([NH2:12])[CH3:11])=[CH:4][CH:3]=1.C1([C:27](=O)[CH2:28][N:29]2[CH:33]=[CH:32][CH:31]=[N:30]2)C=CC=CC=1.[CH3:35][C:36]1[CH:37]=[CH:38][C:39](S(O)(=O)=O)=[CH:40][CH:41]=1.[BH3-][C:47]#N.[Na+]>C1(C)C=CC=CC=1.CC(O)=O>[Cl:1][C:2]1[CH:7]=[CH:6][C:5]([CH2:8][C@@H:9]([C:13]2[CH:14]=[C:15]([CH:16]=[CH:17][CH:18]=2)[C:19]#[N:20])[C@@H:10]([NH:12][CH:35]([C:36]2[CH:37]=[CH:38][CH:39]=[CH:40][CH:41]=2)[C:28]([CH3:27])([N:29]2[CH:33]=[CH:32][CH:31]=[N:30]2)[CH3:47])[CH3:11])=[CH:4][CH:3]=1 |f:3.4|. Reported procedure: To a solution of 80 mg (0.28 mmol) of 3-(4-chlorophenyl)-2(S)(3-cyanophenyl)-1(S)-methyl-propylamine in 1.5 mL of toluene, 60 mg of 1-phenyl-2(1H-pyrazol-1-yl)ethanone and 5 mg of TsOH were added. Powdered 4A molecular sieves (˜300 mg) were added to the reaction, which was heated to reflux for 5 hr. The mixture was cooled, filtered, and the solid was washed with EtOAc. The filtrate was concentrated and the residue was diluted with 1.5 mL of THF. The solution was cooled in −78° C. bath and 1.4 mL... Yields the product N1=COC=2C1=C1C=CNC1=CC2 (6H-oxazolo[4,5-e]indole). Reagents/catalysts: O=[Mn]=O (MnO2). Reported procedure: 0.5 mmol of methylamine and 4.13 mmol of MnO2 are added to a solution of 0.4 mmol of 5-hydroxy-1H-indole in 3 ml of DMF, and the mixture is stirred at room temperature for 18 hours. The suspension is filtered through Celite and subjected to conventional work-up, giving 6H-oxazolo[4,5-e]indole; ESI 159. Starting materials: CN (methylamine), OC=1C=C2C=CNC2=CC1 (5-hydroxy-1H-indole). Reaction SMILES: [CH3:1][NH2:2].[OH:3][C:4]1[CH:5]=[C:6]2[C:10](=[CH:11][CH:12]=1)[NH:9][CH:8]=[CH:7]2>CN(C=O)C.O=[Mn]=O>[N:2]1[C:5]2=[C:6]3[C:10](=[CH:11][CH:12]=[C:4]2[O:3][CH:1]=1)[NH:9][CH:8]=[CH:7]3. Run at time 18 hour. The solvent is CN(C)C=O (DMF). Reactants: C(C1=CC=CC=C1)OC(=O)N[C@@H]([C@H](O)C)C(=O)O (N-benzyloxycarbonyl-L-threonine), COC([C@@H](NC)C(C1=CC=C(C=C1)OCOC)OC(C1=CC=CC=C1)=O)=O (O-methoxymethyl-N-methyl-β-benzoyloxytyrosine methyl ester), C(C)OC1N(C2=CC=CC=C2C=C1)C(=O)OCC (ethyl 1,2-dihydro-2-ethoxy-1-quinolinecarboxylate). The solvent is ClCCl (dichloromethane). Conditions: time 20 hour. Yields the product COC([C@@H](N(C)C([C@@H](NC(=O)OCC1=CC=CC=C1)[C@H](O)C)=O)C(C1=CC=C(C=C1)OCOC)OC(C1=CC=CC=C1)=O)=O (N-(N-benzyloxycarbonyl-L-threonyl)-O-methoxymethyl-N-methyl-β-benzoyloxytyrosine methyl ester). The yield is 40.2%. Reaction SMILES: [CH2:1]([O:8][C:9]([NH:11][C@H:12]([C:16]([OH:18])=O)[C@@H:13]([CH3:15])[OH:14])=[O:10])[C:2]1[CH:7]=[CH:6][CH:5]=[CH:4][CH:3]=1.[CH3:19][O:20][C:21](=[O:45])[C@H:22]([CH:25]([O:36][C:37](=[O:44])[C:38]1[CH:43]=[CH:42][CH:41]=[CH:40][CH:39]=1)[C:26]1[CH:31]=[CH:30][C:29]([O:32][CH2:33][O:34][CH3:35])=[CH:28][CH:27]=1)[NH:23][CH3:24].C(OC1C=CC2C(=CC=CC=2)N1C(OCC)=O)C>ClCCl>[CH3:19][O:20][C:21](=[O:45])[C@H:22]([CH:25]([O:36][C:37](=[O:44])[C:38]1[CH:39]=[CH:40][CH:41]=[CH:42][CH:43]=1)[C:26]1[CH:31]=[CH:30][C:29]([O:32][CH2:33][O:34][CH3:35])=[CH:28][CH:27]=1)[N:23]([C:16](=[O:18])[C@H:12]([C@@H:13]([CH3:15])[OH:14])[NH:11][C:9]([O:8][CH2:1][C:2]1[CH:3]=[CH:4][CH:5]=[CH:6][CH:7]=1)=[O:10])[CH3:24]. Procedure: To a solution of N-benzyloxycarbonyl-L-threonine (3.7 g) and O-methoxymethyl-N-methyl-β-benzoyloxytyrosine methyl ester (threo isomer) (3.11 g) in dichloromethane (50 ml) was added ethyl 1,2-dihydro-2-ethoxy-1-quinolinecarboxylate (2.9 g). After stirring for 20 hours at room temperature, the solvent was removed in vacuo. The residue was dissolved in ethyl acetate (50 ml) and washed with dil. hydrochloric acid, sodium bicarbonate aqueous solution and water. After evaporation, the residue was put ... The reactants are O=C([O-])[O-], CNC1CCCCC1NC, Cc1ccccc1, Cc1n[nH]cc1CN1CCC2(CC1)OCC(F)(F)c1cc(Cl)sc12, [Cu]I, COc1cccnc1I, [K+], [K+]. Yields the product COc1cccnc1-n1cc(CN2CCC3(CC2)OCC(F)(F)c2cc(Cl)sc23)c(C)n1. RXN SMILES: [C:25](=[O:26])([O-:27])[O-:28].[CH3:40][NH:41][CH:42]1[CH2:43][CH2:44][CH2:45][CH2:46][CH:47]1[NH:48][CH3:49].[CH3:52][c:53]1[cH:54][cH:55][cH:56][cH:57][cH:58]1.[Cl:1][c:2]1[cH:3][c:4]2[c:5]([s:24]1)[C:6]1([O:7][CH2:8][C:9]2([F:10])[F:11])[CH2:12][CH2:13][N:14]([CH2:17][c:18]2[c:19]([CH3:23])[n:20][nH:21][cH:22]2)[CH2:15][CH2:16]1.[Cu:50][I:51].[I:31][c:32]1[n:33][cH:34][cH:35][cH:36][c:37]1[O:38][CH3:39].[K+:29].[K+:30]>>[Cl:1][c:2]1[cH:3][c:4]2[c:5]([s:24]1)[C:6]1([O:7][CH2:8][C:9]2([F:10])[F:11])[CH2:12][CH2:13][N:14]([CH2:17][c:18]2[c:19]([CH3:23])[n:20][n:21](-[c:32]3[n:33][cH:34][cH:35][cH:36][c:37]3[O:38][CH3:39])[cH:22]2)[CH2:15][CH2:16]1. The reactants are Fc1cc2c(Cl)ncnc2cc1OCc1ccccc1, CCOCC, CC(C)O, Nc1cnn(CC(=O)Nc2cccc(F)c2)c1. Yields the product O=C(Cn1cc(Nc2ncnc3cc(OCc4ccccc4)c(F)cc23)cn1)Nc1cccc(F)c1, Cl. RXN SMILES: [CH2:1]([c:2]1[cH:3][cH:4][cH:5][cH:6][cH:7]1)[O:8][c:9]1[c:10]([F:20])[cH:11][c:12]2[c:13]([Cl:19])[n:14][cH:15][n:16][c:17]2[cH:18]1.[CH3:42][CH2:43][O:44][CH2:45][CH3:46].[CH:38]([OH:39])([CH3:40])[CH3:41].[NH2:21][c:22]1[cH:23][n:24][n:25]([CH2:27][C:28](=[O:29])[NH:30][c:31]2[cH:32][c:33]([F:37])[cH:34][cH:35][cH:36]2)[cH:26]1>>[CH2:1]([c:2]1[cH:3][cH:4][cH:5][cH:6][cH:7]1)[O:8][c:9]1[c:10]([F:20])[cH:11][c:12]2[c:13]([NH:21][c:22]3[cH:23][n:24][n:25]([CH2:27][C:28](=[O:29])[NH:30][c:31]4[cH:32][c:33]([F:37])[cH:34][cH:35][cH:36]4)[cH:26]3)[n:14][cH:15][n:16][c:17]2[cH:18]1.[ClH:19].